This data is from the Open Reaction Database (ORD), a public repository of structured organic reaction records. The task is: describe an organic reaction: reactants, conditions, products, and yield Reactants: C(C)(=O)[O-].[Na+] (sodium acetate), C(C)O (ethanol), O1C(C(C(=O)C2=CC=CC=C12)C=1C=CC=C2C(CC(OC12)C1=CC=CC=C1)=O)C1=CC=CC=C1 (3,8-biflavanone). The solvent is CC(=O)C (acetone). Yields the product O1C(C(C(=O)C2=CC=CC=C12)C=1C=CC=C2C(CC(OC12)C1=CC=CC=C1)=O)C1=CC=CC=C1 (3,8-biflavanone), CC1(OO1)C (dimethyldioxirane), ( 47 ). RXN SMILES: [C:1]([O-:4])(=[O:3])[CH3:2].[Na+].[CH2:6](O)C.[O:9]1[C:19]2[C:14](=[CH:15][CH:16]=[CH:17][CH:18]=2)[C:12](=[O:13])[CH:11]([C:20]2[CH:21]=[CH:22][CH:23]=[C:24]3[C:29]=2[O:28][CH:27]([C:30]2[CH:35]=[CH:34][CH:33]=[CH:32][CH:31]=2)[CH2:26][C:25]3=[O:36])[CH:10]1[C:37]1[CH:42]=[CH:41][CH:40]=[CH:39][CH:38]=1>CC(C)=O>[O:9]1[C:19]2[C:14](=[CH:15][CH:16]=[CH:17][CH:18]=2)[C:12](=[O:13])[CH:11]([C:20]2[CH:21]=[CH:22][CH:23]=[C:24]3[C:29]=2[O:28][CH:27]([C:30]2[CH:31]=[CH:32][CH:33]=[CH:34][CH:35]=2)[CH2:26][C:25]3=[O:36])[CH:10]1[C:37]1[CH:38]=[CH:39][CH:40]=[CH:41][CH:42]=1.[CH3:2][C:1]1([CH3:6])[O:4][O:3]1 |f:0.1|. Procedure: Donnelly and co-workers (Donnelly, D. M. X.; Fitzpatrick, B. M.; Ryan, S. M.; Finet, J.-P. J. Chem. Soc., Perkin Trans. I 1994, 1794-1801) synthesized the biflavonoids (46) and (47) via arylation of a 3-phenylsulfanylflavanone (48) with an 8-triacetoxyplumbylflavan derivative (49) (2:1 mixture of cis and trans). The dioxolane ring, of the intermediate (50) was cleaved during acid workup. Desulfurization of the intermediate (50) with nickel boride (NaBH4/H2O, NiCl26H2O/EtOH) yielded a chalcone (5... Reactants: CC(=O)OC1Cc2ccc([N+](=O)[O-])cc2C1NC(=O)c1ccccc1, CCOC(C)=O. Yields the product CC(=O)OC1Cc2ccc(N)cc2C1NC(=O)c1ccccc1. Reaction SMILES: [C:1]([c:2]1[cH:3][cH:4][cH:5][cH:6][cH:7]1)(=[O:8])[NH:9][CH:10]1[CH:11]([O:22][C:23]([CH3:24])=[O:25])[CH2:12][c:13]2[cH:14][cH:15][c:16]([N+:19]([O-:20])=[O:21])[cH:17][c:18]21.[CH3:26][CH2:27][O:28][C:29]([CH3:30])=[O:31]>>[C:1]([c:2]1[cH:3][cH:4][cH:5][cH:6][cH:7]1)(=[O:8])[NH:9][CH:10]1[CH:11]([O:22][C:23]([CH3:24])=[O:25])[CH2:12][c:13]2[cH:14][cH:15][c:16]([NH2:19])[cH:17][c:18]21.